Dataset: the Open Reaction Database (ORD), a public repository of structured organic reaction records. Task: describe an organic reaction: reactants, conditions, products, and yield Reactants: NC1CCCc2ccccc21, O=Cc1cccc(SC(F)(F)F)c1. Product: FC(F)(F)Sc1cccc(CNC2CCCc3ccccc32)c1. RXN SMILES: [CH:14]1([NH2:24])[CH2:15][CH2:16][CH2:17][c:18]2[cH:19][cH:20][cH:21][cH:22][c:23]21.[F:1][C:2]([F:3])([F:4])[S:5][c:6]1[cH:7][c:8]([CH:9]=[O:10])[cH:11][cH:12][cH:13]1>>[F:1][C:2]([F:3])([F:4])[S:5][c:6]1[cH:7][c:8]([CH2:9][NH:24][CH:14]2[CH2:15][CH2:16][CH2:17][c:18]3[cH:19][cH:20][cH:21][cH:22][c:23]32)[cH:11][cH:12][cH:13]1. Reactants: FC1(CC(CCC1)NC(OCC1=CC=CC=C1)=O)F (benzyl (3,3-difluorocyclohexyl)carbamate). The reagents and catalysts are [Pd] (palladium on carbon). The solvent is C(=O)O (formic acid), CO (methanol). Conditions: time 20 hour. The product is C(=O)[O-].FC1(CC(CCC1)[NH3+])F (3,3-Difluorocyclohexanaminium formate). Isolated yield 103.5%. As a reaction SMILES: [F:1][C:2]1([F:19])[CH2:7][CH2:6][CH2:5][CH:4]([NH:8][C:9](=[O:18])[O:10]CC2C=CC=CC=2)[CH2:3]1>C(O)=O.CO.[Pd]>[CH:9]([O-:18])=[O:10].[F:1][C:2]1([F:19])[CH2:7][CH2:6][CH2:5][CH:4]([NH3+:8])[CH2:3]1 |f:4.5|. Procedure: To a suspension of benzyl (3,3-difluorocyclohexyl)carbamate (0.43 g, 1.6 mmol) in 4% formic acid in methanol (25 mL) was added 10% palladium on carbon (0.4 g, 50% wet). The resulting mixture stirred under an atmosphere of hydrogen for 20 hrs. The mixture was filtered through Celite, washing with methanol, and concentrated under vacuum to give an off-white solid (0.3 g). 1H NMR (d6-DMSO, 300 MHz) δ 8.36 (s, 1H), 3.03 (m, 1H), 2.97 (m, 1H), 1.97-1.63 (m, 5H), 1.39-1.22 (m, 2H). 19F NMR (d6-DMSO, 4...